From a dataset of the Open Reaction Database (ORD), a public repository of structured organic reaction records. describe an organic reaction: reactants, conditions, products, and yield The reactants are CC1=NOC(=N1)COC1=CC(=C(C=C1)[N+](=O)[O-])[N+](=O)[O-] (1-(3-methyl-1,2,4-oxadiazol-5-yl)methoxy-3,4-dinitrobenzene), N1C=CC2=CC(=CC=C12)NC(=O)C1=CC=C(C=O)C=C1 (4-(5-indolylaminocarbonyl)benzaldehyde). The product is CC1=NOC(=N1)COC=1C=CC2=C(NC(=N2)C2=CC=C(C(=O)NC=3C=C4C=CNC4=CC3)C=C2)C1 (4-(6-((3-Methyl-1,2,4-oxadiazol-5-yl)methoxy)-1H-benzo[d]imidazol-2-yl)-N-(1H-indol-5-yl)benzamide). Reaction SMILES: [CH3:1][C:2]1[N:6]=[C:5]([CH2:7][O:8][C:9]2[CH:14]=[CH:13][C:12]([N+:15]([O-])=O)=[C:11]([N+:18]([O-])=O)[CH:10]=2)[O:4][N:3]=1.[NH:21]1[C:29]2[C:24](=[CH:25][C:26]([NH:30][C:31]([C:33]3[CH:40]=[CH:39][C:36]([CH:37]=O)=[CH:35][CH:34]=3)=[O:32])=[CH:27][CH:28]=2)[CH:23]=[CH:22]1>>[CH3:1][C:2]1[N:6]=[C:5]([CH2:7][O:8][C:9]2[CH:14]=[CH:13][C:12]3[N:15]=[C:37]([C:36]4[CH:35]=[CH:34][C:33]([C:31]([NH:30][C:26]5[CH:25]=[C:24]6[C:29](=[CH:28][CH:27]=5)[NH:21][CH:22]=[CH:23]6)=[O:32])=[CH:40][CH:39]=4)[NH:18][C:11]=3[CH:10]=2)[O:4][N:3]=1. Procedure: Compound 659 was prepared according to the procedure similar to that described in Scheme III from 1-(3-methyl-1,2,4-oxadiazol-5-yl)methoxy-3,4-dinitrobenzene and 4-(5-indolylaminocarbonyl)benzaldehyde. [M+H]+ calcd for C26H20N6O3: 465.16; found: 464.98.